This data is from the Open Reaction Database (ORD), a public repository of structured organic reaction records. The task is: describe an organic reaction: reactants, conditions, products, and yield Yield: 98.5%. Product: C(CCCCCCCCC)(=O)OCC(C)O (1-decanoyloxypropan-2-ol). Solvent: C(Cl)(Cl)Cl (chloroform), O1CCCC1 (tetrahydrofuran), C1=CC=CC=C1 (benzene). Reaction SMILES: [C:1]([O:12][CH2:13][C:14](=[O:16])[CH3:15])(=[O:11])[CH2:2][CH2:3][CH2:4][CH2:5][CH2:6][CH2:7][CH2:8][CH2:9][CH3:10].[BH4-].[Na+].C(O)(=O)C.C(OCC)C>O1CCCC1.C1C=CC=CC=1.C(Cl)(Cl)Cl>[C:1]([O:12][CH2:13][CH:14]([OH:16])[CH3:15])(=[O:11])[CH2:2][CH2:3][CH2:4][CH2:5][CH2:6][CH2:7][CH2:8][CH2:9][CH3:10] |f:1.2|. Starting materials: C(C)OCC (Diethyl ether), C(C)(=O)O (acetic acid), ice water, C(CCCCCCCCC)(=O)OCC(C)=O (1-Decanoyloxypropan-2-one), [BH4-].[Na+] (Sodium borohydride). Conditions: time 45 minute. Procedure: 1-Decanoyloxypropan-2-one (44.3 g, 0.194 mole) was dissolved in a solution of tetrahydrofuran (1100 cm3) and benzene (200 cm3). After cooling to 5°, ice water (80 cm3) was added. Sodium borohydride (11 g, 0.291 mole) was added to the stirred solution in small proportions to maintain the temperature at 5°. After addition the reaction was stirred at 5° for 45 minutes and glacial acetic acid (14 cm3) was added dropwise. Stirring at 5° was continued for a further 30 minutes. Diethyl ether and chloro... Reactants: O=[N+]([O-])c1cccc(S(=O)(=O)Cl)c1, Nc1cc(S(=O)(=O)O)cc2cc(S(=O)(=O)O)cc(S(=O)(=O)O)c12, [Na+], [Na+], O=C([O-])[O-], O. Product: O=[N+]([O-])c1cccc(S(=O)(=O)Nc2cc(S(=O)(=O)O)cc3cc(S(=O)(=O)O)cc(S(=O)(=O)O)c23)c1. Reaction SMILES: [N+:30](=[O:31])([O-:32])[c:33]1[cH:34][c:35]([S:39](=[O:40])(=[O:41])[Cl:42])[cH:36][cH:37][cH:38]1.[NH2:1][c:2]1[cH:3][c:4]([S:20](=[O:21])(=[O:22])[OH:23])[cH:5][c:6]2[cH:7][c:8]([S:16](=[O:17])(=[O:18])[OH:19])[cH:9][c:10]([S:12](=[O:13])(=[O:14])[OH:15])[c:11]12.[Na+:24].[Na+:25].[O-:26][C:27](=[O:28])[O-:29].[OH2:43]>>[NH:1]([c:2]1[cH:3][c:4]([S:20](=[O:21])(=[O:22])[OH:23])[cH:5][c:6]2[cH:7][c:8]([S:16](=[O:17])(=[O:18])[OH:19])[cH:9][c:10]([S:12](=[O:13])(=[O:14])[OH:15])[c:11]12)[S:39]([c:35]1[cH:34][c:33]([N+:30](=[O:31])[O-:32])[cH:38][cH:37][cH:36]1)(=[O:40])=[O:41]. Starting materials: COC1=CC=C2C(=CCC2=C1OC)C=1N=CNC1 (4-(6,7-dimethoxy-1H-inden-3-yl)-1H-imidazole). The reagents and catalysts are [Pd] (palladium on carbon). The solvent is CO (methanol). The product is COC1=C2CCC(C2=CC=C1OC)C=1N=CNC1 (4-(2,3-dihydro-4,5-dimethoxy-1H-inden-1-yl)-1H-imidazole). RXN SMILES: [CH3:1][O:2][C:3]1[C:11]([O:12][CH3:13])=[C:10]2[C:6]([C:7]([C:14]3[N:15]=[CH:16][NH:17][CH:18]=3)=[CH:8][CH2:9]2)=[CH:5][CH:4]=1>CO.[Pd]>[CH3:13][O:12][C:11]1[C:3]([O:2][CH3:1])=[CH:4][CH:5]=[C:6]2[C:10]=1[CH2:9][CH2:8][CH:7]2[C:14]1[N:15]=[CH:16][NH:17][CH:18]=1. Procedure: 2.3 g (0.0095 mole) of 4-(6,7-dimethoxy-1H-inden-3-yl)-1H-imidazole prepared in Example 2.5.a in 200 ml of methanol are hydrogenated under a hydrogen pressure of 2 kg at 40° C., in the presence of palladium on carbon (Pd 10%). At the end of the reaction, the catalyst is filtered off and the methanol distilled. The residue is crystallized from ethyl acetate and 4-(2,3-dihydro-4,5-dimethoxy-1H-inden-1-yl)-1H-imidazole is obtained.